Dataset: the Open Reaction Database (ORD), a public repository of structured organic reaction records. Task: describe an organic reaction: reactants, conditions, products, and yield Starting materials: BrC1=NC=CC(=C1)C1=C(C(=CC2=CC(=C(C=C12)OC)OC)CO)CO (1-(2-Bromo-4-pyridyl)-2,3-bis(hydroxymethyl)-6,7-dimethoxynaphthalene), C1(C=2C(C(N1)=O)=CC=CC2)=O.[K] (potassium phthalimide). Yields the product NC1=NC=CC(=C1)C1=C(C(=CC2=CC(=C(C=C12)OC)OC)CO)CO (1-(2-amino-4-pyridyl)-2,3-bis(hydroxymethyl)-6,7-dimethoxynaphthalene). Reaction SMILES: Br[C:2]1[CH:7]=[C:6]([C:8]2[C:17]3[C:12](=[CH:13][C:14]([O:20][CH3:21])=[C:15]([O:18][CH3:19])[CH:16]=3)[CH:11]=[C:10]([CH2:22][OH:23])[C:9]=2[CH2:24][OH:25])[CH:5]=[CH:4][N:3]=1.C1(=O)[NH:30]C(=O)C2=CC=CC=C12.[K]>>[NH2:30][C:2]1[CH:7]=[C:6]([C:8]2[C:17]3[C:12](=[CH:13][C:14]([O:20][CH3:21])=[C:15]([O:18][CH3:19])[CH:16]=3)[CH:11]=[C:10]([CH2:22][OH:23])[C:9]=2[CH2:24][OH:25])[CH:5]=[CH:4][N:3]=1 |f:1.2,^1:36|. Procedure details: 1-(2-Bromo-4-pyridyl)-2,3-bis(hydroxymethyl)-6,7-dimethoxynaphthalene and potassium phthalimide are treated in the same manner as in Example 6-(2) to give 1-(2-amino-4-pyridyl)-2,3-bis(hydroxymethyl)-6,7-dimethoxynaphthalene which is a hydrolysis product of 1-(2-phthalimide-4-pyridyl)-2,3-bis(hydroxymethyl)-6,7-dimethoxynaphthalene and listed in Table 6.